From a dataset of the Open Reaction Database (ORD), a public repository of structured organic reaction records. describe an organic reaction: reactants, conditions, products, and yield Starting materials: C(C1=CC=CC=C1)OC(=O)NC1=CC(=C(C2=CC=CC=C12)CCCl)NC(=O)C=1NC2=CC=C(C=C2C1)OC (2-[4-(N-benzyloxycarbonylamino)-2-(5-methoxyindole-2-carboxamido)naphthalen-1-yl]ethyl chloride). The reagents and catalysts are [Pd] (Pd/C). Solvent: C1CCOC1 (THF), C1CCOC1 (THF). Conditions: time 8 hour. Product: ClCCC1=C(C=C(C2=CC=CC=C12)N)NC(=O)C=1NC2=CC=C(C=C2C1)OC (4-(2-Chloroethyl)-3-(5-methoxyindole-2-carboxamido)-1-naphthylamine). The yield is 78.1%. Reaction SMILES: C(OC([NH:11][C:12]1[C:21]2[C:16](=[CH:17][CH:18]=[CH:19][CH:20]=2)[C:15]([CH2:22][CH2:23][Cl:24])=[C:14]([NH:25][C:26]([C:28]2[NH:29][C:30]3[C:35]([CH:36]=2)=[CH:34][C:33]([O:37][CH3:38])=[CH:32][CH:31]=3)=[O:27])[CH:13]=1)=O)C1C=CC=CC=1>C1COCC1.[Pd]>[Cl:24][CH2:23][CH2:22][C:15]1[C:16]2[C:21](=[CH:20][CH:19]=[CH:18][CH:17]=2)[C:12]([NH2:11])=[CH:13][C:14]=1[NH:25][C:26]([C:28]1[NH:29][C:30]2[C:35]([CH:36]=1)=[CH:34][C:33]([O:37][CH3:38])=[CH:32][CH:31]=2)=[O:27]. Procedure details: A solution of 2-[4-(N-benzyloxycarbonylamino)-2-(5-methoxyindole-2-carboxamido)naphthalen-1-yl]ethyl chloride (68 mg, 0.13 mmol) in THF (10 mL) was added to a suspension of 10% Pd/C (100 mg) in chilled THF (10 mL) and the suspension was hydrogenated under H2 atmosphere at room temperature overnight. The suspension was filtered over Celite and the filtrate was concentrated in reduced pressure. The residue was crystallized with diethylether to yield 4-(2-Chloroethyl)-3-(5-methoxyindole-2-carboxami... Reactants: CC(=O)O, OB(O)c1ccc(Cl)cc1, ClCCl, O, O=C1c2ccccc2C(=O)N1O, c1ccncc1. Yields the product O=C1c2ccccc2C(=O)N1Oc1ccc(Cl)cc1. RXN SMILES: [C:30]([OH:31])(=[O:32])[CH3:33].[Cl:19][c:20]1[cH:21][cH:22][c:23]([B:26]([OH:27])[OH:28])[cH:24][cH:25]1.[Cl:34][CH2:35][Cl:36].[OH2:29].[OH:7][N:8]1[C:9](=[O:18])[c:10]2[c:11]([cH:14][cH:15][cH:16][cH:17]2)[C:12]1=[O:13].[cH:1]1[cH:2][cH:3][n:4][cH:5][cH:6]1>>[O:7]([N:8]1[C:9](=[O:18])[c:10]2[c:11]([cH:14][cH:15][cH:16][cH:17]2)[C:12]1=[O:13])[c:23]1[cH:22][cH:21][c:20]([Cl:19])[cH:25][cH:24]1.